This data is from the Open Reaction Database (ORD), a public repository of structured organic reaction records. The task is: describe an organic reaction: reactants, conditions, products, and yield The reactants are C1(=CC=CC=C1)CCCC(CCCC1=CC=CC=C1)NC(=O)C1N(CCCC1)C(=O)OC(C)(C)C (1-(tert-butoxycarbonyl)-piperidine-2-carboxylic acid [4-phenyl-1-(3-phenyl-propyl)-butyl]-amide), FC(C(=O)O)(F)F (Trifluoroacetic acid). Run in C(Cl)Cl (methylene chloride). Run at time 1.25 hour. Yields the product C1(=CC=CC=C1)CCCC(CCCC1=CC=CC=C1)NC(=O)C1NCCCC1 (Piperidine-2-carboxylic acid [4-phenyl-1-(3-phenyl-propyl)-butyl]-amide). As a reaction SMILES: [C:1]1([CH2:7][CH2:8][CH2:9][CH:10]([NH:20][C:21]([CH:23]2[CH2:28][CH2:27][CH2:26][CH2:25][N:24]2C(OC(C)(C)C)=O)=[O:22])[CH2:11][CH2:12][CH2:13][C:14]2[CH:19]=[CH:18][CH:17]=[CH:16][CH:15]=2)[CH:6]=[CH:5][CH:4]=[CH:3][CH:2]=1.FC(F)(F)C(O)=O>C(Cl)Cl>[C:1]1([CH2:7][CH2:8][CH2:9][CH:10]([NH:20][C:21]([CH:23]2[CH2:28][CH2:27][CH2:26][CH2:25][NH:24]2)=[O:22])[CH2:11][CH2:12][CH2:13][C:14]2[CH:19]=[CH:18][CH:17]=[CH:16][CH:15]=2)[CH:2]=[CH:3][CH:4]=[CH:5][CH:6]=1. Reported procedure: 1-(tert-Butoxycarbonyl)-piperidine-2-carboxylic acid [4-phenyl-1-(3-phenyl-propyl)-butyl]-amide (30) (6.77 g; 14.1 mmol) is dissolved in methylene chloride (60 mL) at ambient temperature. Trifluoroacetic acid (40 mL) is added in a slow stream, and the solution is stirred for 1.25 hours at ambient temperature. The solution is concentrated in vacuo at 40° C. The residue is dissolved in methylene chloride (300 mL) and poured onto saturated sodium bicarbonate solution. The pH is adjusted to 9 with s...